From a dataset of the Open Reaction Database (ORD), a public repository of structured organic reaction records. describe an organic reaction: reactants, conditions, products, and yield Starting materials: C(=O)C=1C=C(C=CC1)NS(=O)(=O)C (N-(3-Formylphenyl)methanesulfonamide), C[Mg]Br (methylmagnesium bromide). The solvent is O1CCCC1 (tetrahydrofuran). Run at time 2 hour. Yields the product OC(C)C=1C=C(C=CC1)NS(=O)(=O)C (rac-N-[3-(1-Hydroxyethyl)phenyl]methanesulfonamide). As a reaction SMILES: [CH:1]([C:3]1[CH:4]=[C:5]([NH:9][S:10]([CH3:13])(=[O:12])=[O:11])[CH:6]=[CH:7][CH:8]=1)=[O:2].[CH3:14][Mg]Br>O1CCCC1>[OH:2][CH:1]([C:3]1[CH:4]=[C:5]([NH:9][S:10]([CH3:13])(=[O:12])=[O:11])[CH:6]=[CH:7][CH:8]=1)[CH3:14]. Procedure: Under argon and at 0° C., 83 mg (0.417 mmol) of N-(3-formylphenyl)methanesulfonamide (Example 86A) were initially charged in 1 ml of abs. tetrahydrofuran. At 0° C., 99 mg (0.833 mmol) of methylmagnesium bromide (3 M in diethyl ether) were added dropwise (resulting in the formulation of a precipitate), and the reaction solution was stirred at this temperature for 2 h. The reaction solution was quenched with water and extracted three times with ethyl acetate. The combined organic phases were dried... RXN SMILES: [CH3:13][S:14]([Cl:15])(=[O:16])=[O:17].[Cl:18][CH2:19][Cl:20].[NH2:1][CH2:2][c:3]1[cH:4][c:5]([O:11][CH3:12])[c:6]([O:9][CH3:10])[cH:7][cH:8]1>>[NH:1]([CH2:2][c:3]1[cH:4][c:5]([O:11][CH3:12])[c:6]([O:9][CH3:10])[cH:7][cH:8]1)[S:14]([CH3:13])(=[O:16])=[O:17]. Yields the product COc1ccc(CNS(C)(=O)=O)cc1OC. Reactants: CS(=O)(=O)Cl, ClCCl, COc1ccc(CN)cc1OC. Yields the product CN(C)CCNCC1CCN(c2ccc(NC(=O)OC(C)(C)C)cc2)CC1. Reaction SMILES: [C:29]([BH3-:30])#[N:31].[CH3:23][N:24]([CH2:25][CH2:26][NH2:27])[CH3:28].[CH3:33][OH:34].[CH:1](=[O:2])[CH:3]1[CH2:4][CH2:5][N:6]([c:9]2[cH:10][cH:11][c:12]([NH:15][C:16]([O:17][C:18]([CH3:19])([CH3:20])[CH3:21])=[O:22])[cH:13][cH:14]2)[CH2:7][CH2:8]1.[Cl-:36].[Cl-:38].[Na+:32].[OH2:35].[Zn+2:37]>>[CH2:1]([CH:3]1[CH2:4][CH2:5][N:6]([c:9]2[cH:10][cH:11][c:12]([NH:15][C:16]([O:17][C:18]([CH3:19])([CH3:20])[CH3:21])=[O:22])[cH:13][cH:14]2)[CH2:7][CH2:8]1)[NH:27][CH2:26][CH2:25][N:24]([CH3:23])[CH3:28]. Starting materials: [BH3-]C#N, CN(C)CCN, CO, CC(C)(C)OC(=O)Nc1ccc(N2CCC(C=O)CC2)cc1, [Cl-], [Cl-], [Na+], O, [Zn+2].